This data is from the Open Reaction Database (ORD), a public repository of structured organic reaction records. The task is: describe an organic reaction: reactants, conditions, products, and yield Reactants: COC(=O)c1ccc(O)c(OC)c1, CC#N, ClCCCCCOc1nc2ccccc2s1, [K+], [K+], O=C([O-])[O-]. The product is COC(=O)c1ccc(OCCCCCOc2nc3ccccc3s2)c(OC)c1. As a reaction SMILES: [CH3:1][O:2][C:3](=[O:4])[c:5]1[cH:6][cH:7][c:8]([OH:9])[c:10]([O:11][CH3:12])[cH:13]1.[CH3:36][C:37]#[N:38].[Cl:20][CH2:21][CH2:22][CH2:23][CH2:24][CH2:25][O:26][c:27]1[s:28][c:29]2[c:30]([n:31]1)[cH:32][cH:33][cH:34][cH:35]2.[K+:14].[K+:15].[O-:16][C:17]([O-:18])=[O:19]>>[CH3:1][O:2][C:3](=[O:4])[c:5]1[cH:6][cH:7][c:8]([O:9][CH2:21][CH2:22][CH2:23][CH2:24][CH2:25][O:26][c:27]2[s:28][c:29]3[c:30]([n:31]2)[cH:32][cH:33][cH:34][cH:35]3)[c:10]([O:11][CH3:12])[cH:13]1. The reactants are CCOC(=O)c1sc(N(C)c2ccccc2)nc1CBr, CCOC(=O)CNC(=O)OC(C)(C)C, CN(C)C=O, [H-], [Na+]. The product is CCOC(=O)CN(Cc1nc(N(C)c2ccccc2)sc1C(=O)OCC)C(=O)OC(C)(C)C. Reaction SMILES: [CH2:1]([CH3:2])[O:3][C:4](=[O:5])[c:6]1[c:7]([CH2:19][Br:20])[n:8][c:9]([N:11]([c:12]2[cH:13][cH:14][cH:15][cH:16][cH:17]2)[CH3:18])[s:10]1.[CH2:21]([CH3:22])[O:23][C:24]([CH2:25][NH:26][C:27](=[O:28])[O:29][C:30]([CH3:31])([CH3:32])[CH3:33])=[O:34].[CH3:37][N:38]([CH3:39])[CH:40]=[O:41].[H-:35].[Na+:36]>>[CH2:1]([CH3:2])[O:3][C:4](=[O:5])[c:6]1[c:7]([CH2:19][N:26]([CH2:25][C:24]([O:23][CH2:21][CH3:22])=[O:34])[C:27](=[O:28])[O:29][C:30]([CH3:31])([CH3:32])[CH3:33])[n:8][c:9]([N:11]([c:12]2[cH:13][cH:14][cH:15][cH:16][cH:17]2)[CH3:18])[s:10]1.